This data is from the Open Reaction Database (ORD), a public repository of structured organic reaction records. The task is: describe an organic reaction: reactants, conditions, products, and yield Reactants: S=C(Cl)Cl, Nc1ccccc1-c1ccccc1, C1COCCO1, O. Product: S=C=Nc1ccccc1-c1ccccc1. As a reaction SMILES: [Cl:14][C:15]([Cl:16])=[S:17].[NH2:1][c:2]1[c:3](-[c:8]2[cH:9][cH:10][cH:11][cH:12][cH:13]2)[cH:4][cH:5][cH:6][cH:7]1.[O:18]1[CH2:19][CH2:20][O:21][CH2:22][CH2:23]1.[OH2:24]>>[N:1]([c:2]1[c:3](-[c:8]2[cH:9][cH:10][cH:11][cH:12][cH:13]2)[cH:4][cH:5][cH:6][cH:7]1)=[C:15]=[S:17]. Reactants: water ice sodium carbonate, C(C)OC(=O)N1CCC(CC1)(OC1=C(C=C(C=C1)F)[N+](=O)[O-])C#C (1-ethoxycarbonyl-4-ethynyl-4-(4-fluoro-2-nitrophenoxy)piperidine), CO (methanol), Cl (hydrochloric acid). Reagents/catalysts: [Fe] (iron). The solvent is O (water). Yields the product C(C)OC(=O)N1CCC(CC1)(C#C)OC1=C(C=C(C=C1)F)N (1-N-Ethoxycarbonyl-4-(2-amino-4-fluorophenoxy)-4-ethynylpiperidine). The yield is 99.4%. Reaction SMILES: [CH2:1]([O:3][C:4]([N:6]1[CH2:11][CH2:10][C:9]([C:23]#[CH:24])([O:12][C:13]2[CH:18]=[CH:17][C:16]([F:19])=[CH:15][C:14]=2[N+:20]([O-])=O)[CH2:8][CH2:7]1)=[O:5])[CH3:2].CO.Cl>O.[Fe]>[CH2:1]([O:3][C:4]([N:6]1[CH2:7][CH2:8][C:9]([O:12][C:13]2[CH:18]=[CH:17][C:16]([F:19])=[CH:15][C:14]=2[NH2:20])([C:23]#[CH:24])[CH2:10][CH2:11]1)=[O:5])[CH3:2]. Procedure: To a stirred solution of 22.3 g of 1-ethoxycarbonyl-4-ethynyl-4-(4-fluoro-2-nitrophenoxy)piperidine in 535 methanol was added 37 ml of concentrated hydrochloric acid in 150 ml of water. To the stirred mixture was added 78.6 g of iron (reduced, electrolytic) in aliquots. The reaction temperature rose to 45°. The reaction mixture cooled to ambient temperature over 1.5 hr. The mixture was poured into water/ice/sodium carbonate solution, extracted with dichloromethane, washed with water and saturate... The reactants are N1CCCC1 (pyrrolidine), C(C)(=O)N(CCCCCCBr)C1=C(C=C(C=C1)C=1OC2=C(C(C1)=O)C(=C(C=C2F)F)N)F (2-[4-[N-acetyl-N-(6-bromohexyl)amino]-3-fluorophenyl]-5-amino-6,8-difluoro-4H-1-benzopyran-4-one), O (Water). Solvent: O1CCCC1 (tetrahydrofuran). The product is NC1=C(C=C(C2=C1C(C=C(O2)C2=CC(=C(C=C2)NCCCCCCN2CCCC2)F)=O)F)F (5-Amino-6,8-difluoro-2-[3-fluoro-4-[6-(pyrrolidin-1-yl)hexylamino]phenyl]-4H-1-benzopyran-4-one). Reaction SMILES: C([N:4]([C:12]1[CH:17]=[CH:16][C:15]([C:18]2[O:19][C:20]3[C:28]([F:29])=[CH:27][C:26]([F:30])=[C:25]([NH2:31])[C:21]=3[C:22](=[O:24])[CH:23]=2)=[CH:14][C:13]=1[F:32])[CH2:5][CH2:6][CH2:7][CH2:8][CH2:9][CH2:10]Br)(=O)C.[NH:33]1[CH2:37][CH2:36][CH2:35][CH2:34]1.O>O1CCCC1>[NH2:31][C:25]1[C:21]2[C:22](=[O:24])[CH:23]=[C:18]([C:15]3[CH:16]=[CH:17][C:12]([NH:4][CH2:5][CH2:6][CH2:7][CH2:8][CH2:9][CH2:10][N:33]4[CH2:37][CH2:36][CH2:35][CH2:34]4)=[C:13]([F:32])[CH:14]=3)[O:19][C:20]=2[C:28]([F:29])=[CH:27][C:26]=1[F:30]. Reported procedure: 500 mg (1.07 mmol) of 5-amino-2-[4-(6-bromohexylamino)-3-fluorophenyl]-6,8-difluoro-4H-1-benzopyran-4-one obtained in Example 52 was dissolved in 15 ml of tetrahydrofuran, 0.891 ml of pyrrolidine was added and the mixture was heated at reflux for 1.5 hours. Water was added to the reaction solution and the mixture was extracted with a mixed solvent of chloroform and methanol. The organic layer was washed with an aqueous saturated solution of sodium chloride and dried over anhydrous sodium sulfate... Starting materials: ClCCCCCCBr, CCOC(=O)C(CCCC(F)(F)C(F)(F)F)C(=O)OCC, [H-], [Na+], C1CCOC1, O. Yields the product CCOC(=O)C(CCCCCCCl)(CCCC(F)(F)C(F)(F)F)C(=O)OCC. As a reaction SMILES: [Br:24][CH2:25][CH2:26][CH2:27][CH2:28][CH2:29][CH2:30][Cl:31].[CH2:1]([CH3:2])[O:3][C:4]([CH:5]([C:6](=[O:7])[O:8][CH2:9][CH3:10])[CH2:11][CH2:12][CH2:13][C:14]([C:15]([F:16])([F:17])[F:18])([F:19])[F:20])=[O:21].[H-:22].[Na+:23].[O:33]1[CH2:34][CH2:35][CH2:36][CH2:37]1.[OH2:32]>>[CH2:1]([CH3:2])[O:3][C:4]([C:5]([C:6](=[O:7])[O:8][CH2:9][CH3:10])([CH2:11][CH2:12][CH2:13][C:14]([C:15]([F:16])([F:17])[F:18])([F:19])[F:20])[CH2:25][CH2:26][CH2:27][CH2:28][CH2:29][CH2:30][Cl:31])=[O:21].